From a dataset of the Open Reaction Database (ORD), a public repository of structured organic reaction records. describe an organic reaction: reactants, conditions, products, and yield The reactants are ClC1=C(C=C(C(=C1)Cl)OS(=O)(=O)C)N1N=C(C(=C1C)Cl)C (1-(2,4-dichloro-5-methylsulfonyloxyphenyl)-3,5-dimethyl-4-chloropyrazole), [OH-].[Na+] (sodium hydroxide), Cl (hydrochloric acid). Product: ClC1=C(C=C(C(=C1)Cl)O)N1N=C(C(=C1C)Cl)C (1-(2,4-dichloro-5-hydroxyphenyl)-3,5-di-methyl-4-chloropyrazole). Yield: 91.8%. Conditions: temperature 50 celsius, time 30 minute. Reported procedure: A mixture of 1-(2,4-dichloro-5-methylsulfonyloxyphenyl)-3,5-dimethyl-4-chloropyrazole (37.0 g) and 2N aqueous sodium hydroxide was stirred at 50° C. for 30 minutes. After cooling, the reaction mixture was acidified with aqueous hydrochloric acid and then extracted with toluene. The resulting toluene layer was washed with water and dried over anhydrous sodium sulfate. Removal of the solvent by distillation in vacuo gave the titled compound (26.8 g) as a pale yellow crystalline solid. Recrystalliz... As a reaction SMILES: [Cl:1][C:2]1[CH:7]=[C:6]([Cl:8])[C:5]([O:9]S(C)(=O)=O)=[CH:4][C:3]=1[N:14]1[C:18]([CH3:19])=[C:17]([Cl:20])[C:16]([CH3:21])=[N:15]1.[OH-].[Na+].Cl>>[Cl:1][C:2]1[CH:7]=[C:6]([Cl:8])[C:5]([OH:9])=[CH:4][C:3]=1[N:14]1[C:18]([CH3:19])=[C:17]([Cl:20])[C:16]([CH3:21])=[N:15]1 |f:1.2|. Starting materials: COC(=O)C(Cc1ccc(O)cc1)NC1=NS(=O)(=O)c2ccccc21, OCc1ccc2c(c1)OCCO2, CC(C)OC(=O)N=NC(=O)OC(C)C, C1CCOC1, c1ccc(P(c2ccccc2)c2ccccc2)cc1. The product is COC(=O)C(Cc1ccc(OCc2ccc3c(c2)OCCO3)cc1)NC1=NS(=O)(=O)c2ccccc21. Reaction SMILES: [O:13]=[S:14]1(=[O:37])[N:15]=[C:16]([NH:23][CH:24]([C:25](=[O:26])[O:27][CH3:28])[CH2:29][c:30]2[cH:31][cH:32][c:33]([OH:36])[cH:34][cH:35]2)[c:17]2[c:18]1[cH:19][cH:20][cH:21][cH:22]2.[O:1]1[CH2:2][CH2:3][O:4][c:5]2[c:6]1[cH:7][cH:8][c:9]([CH2:11][OH:12])[cH:10]2.[O:57]=[C:58]([O:59][CH:60]([CH3:61])[CH3:62])[N:63]=[N:64][C:65]([O:66][CH:67]([CH3:68])[CH3:69])=[O:70].[O:71]1[CH2:72][CH2:73][CH2:74][CH2:75]1.[c:38]1([P:39]([c:40]2[cH:41][cH:42][cH:43][cH:44][cH:45]2)[c:46]2[cH:47][cH:48][cH:49][cH:50][cH:51]2)[cH:52][cH:53][cH:54][cH:55][cH:56]1>>[O:1]1[CH2:2][CH2:3][O:4][c:5]2[c:6]1[cH:7][cH:8][c:9]([CH2:11][O:12][c:33]1[cH:32][cH:31][c:30]([CH2:29][CH:24]([NH:23][C:16]3=[N:15][S:14](=[O:13])(=[O:37])[c:18]4[c:17]3[cH:22][cH:21][cH:20][cH:19]4)[C:25](=[O:26])[O:27][CH3:28])[cH:35][cH:34]1)[cH:10]2.